From a dataset of the Open Reaction Database (ORD), a public repository of structured organic reaction records. describe an organic reaction: reactants, conditions, products, and yield Starting materials: C(CCC)[Li] (n-Butyllithium), C#C (acetylene), C(C)(C)NC(C)C (Diisopropylamine), C#C.C1CCOC1 (acetylene THF), C[C@@H]1C([C@]2(C)[C@@H](C1)[C@@H]1CCC3=CC(C=C[C@]3(C)C1=CC2)=O)=O (16β-Methylandrosta-1,4,9(11)-triene-3,17-dione). Run in C1CCOC1 (THF), C1CCOC1 (THF), C1CCOC1 (THF). Run at time 30 minute. The product is C(#C)[C@]1([C@]2(C)[C@@H](C[C@@H]1C)[C@@H]1CCC3=CC(C=C[C@]3(C)C1=CC2)=O)O (17α-Ethynyl-17β-hydroxy-16β-methylandrosta-1,4,9(11)-trien-3-one). Reaction SMILES: C#C.[CH:3](NC(C)C)(C)[CH3:4].C#C.C1COCC1.C([Li])CCC.[CH3:22][C@H:23]1[CH2:28][C@H:27]2[C@H:29]3[C:39](=[CH:40][CH2:41][C@:25]2([CH3:26])[C:24]1=[O:43])[C@:37]1([CH3:38])[C:32](=[CH:33][C:34](=[O:42])[CH:35]=[CH:36]1)[CH2:31][CH2:30]3>C1COCC1>[C:3]([C@:24]1([OH:43])[C@@H:23]([CH3:22])[CH2:28][C@H:27]2[C@H:29]3[C:39](=[CH:40][CH2:41][C@:25]12[CH3:26])[C@:37]1([CH3:38])[C:32](=[CH:33][C:34](=[O:42])[CH:35]=[CH:36]1)[CH2:31][CH2:30]3)#[CH:4] |f:2.3|. Reported procedure: Dry THF (5 l) is cooled to -20° and acetylene (0.27 kg) is dissolved in the THF at -20°. Diisopropylamine (880 ml) is added to the acetylene/THF solution. n-Butyllithium (1.6M, 3.88 l) is added to the mixture maintaining the temperature at -20° and stirred for 30 min. 16β-Methylandrosta-1,4,9(11)-triene-3,17-dione (IB) in (THF) is added to the reaction mixture at or below -20° and stirred for 20 min to give the title compound.